The task is: describe an organic reaction: reactants, conditions, products, and yield. This data is from the Open Reaction Database (ORD), a public repository of structured organic reaction records. Starting materials: BrC=1C(=NC=C(C(=O)NC2=CC=C(C=C2)OC(F)(F)F)C1)Cl (5-bromo-6-chloro-N-(4-(trifluoromethoxy)phenyl)nicotinamide), NCCCO (3-aminopropan-1-ol), CCN(C(C)C)C(C)C (DIPEA). The solvent is CC(C)O (iPrOH). Product: BrC=1C(=NC=C(C(=O)NC2=CC=C(C=C2)OC(F)(F)F)C1)NCCCO (5-Bromo-6-((3-hydroxypropyl)amino)-N-(4-(trifluoromethoxy)phenyl)nicotinamide), CCN(C(C)C)C(C)C.Cl (DIPEA hydrochloride). As a reaction SMILES: [Br:1][C:2]1[C:3]([Cl:22])=[N:4][CH:5]=[C:6]([CH:21]=1)[C:7]([NH:9][C:10]1[CH:15]=[CH:14][C:13]([O:16][C:17]([F:20])([F:19])[F:18])=[CH:12][CH:11]=1)=[O:8].[NH2:23][CH2:24][CH2:25][CH2:26][OH:27].[CH3:28][CH2:29][N:30]([CH:34]([CH3:36])[CH3:35])[CH:31]([CH3:33])[CH3:32]>CC(O)C>[Br:1][C:2]1[C:3]([NH:23][CH2:24][CH2:25][CH2:26][OH:27])=[N:4][CH:5]=[C:6]([CH:21]=1)[C:7]([NH:9][C:10]1[CH:15]=[CH:14][C:13]([O:16][C:17]([F:20])([F:19])[F:18])=[CH:12][CH:11]=1)=[O:8].[CH3:28][CH2:29][N:30]([CH:34]([CH3:36])[CH3:35])[CH:31]([CH3:33])[CH3:32].[ClH:22] |f:5.6|. Procedure details: A mixture of 5-bromo-6-chloro-N-(4-(trifluoromethoxy)phenyl)nicotinamide (Stage 12.2, 198 mg, 0.50 mmol), 3-aminopropan-1-ol (45 mg, 0.60 mmol), iPrOH (2 mL) and DIPEA (0.171 mL, 0.129 g, 1.0 mmol) were subjected to MW irradiation at 140° C. for 150 min. The vial was cooled to RT and the RM was evaporated to dryness under reduced pressure. No further purification was required to afford the title compound as an equimolar mixture with DIPEA hydrochloride. UPLC-MS (Condition 8) tR=1.46 min, m/z=434... Starting materials: [S] (Sulfur), C(CCC)[Li] (n-butyllithium), [Li]SC#CC=1C=NC=CC1 (3-(2-lithiothioethynyl)pyridine), NC1=NC(=NS1)C(C(=O)NC1[C@@H]2N(C(=C(CS2)CI)C(=O)OC(C2=CC=CC=C2)C2=CC=CC=C2)C1=O)=NOCC (benzhydryl 7-[2-(5-amino-1,2,4-thiadiazol-3-yl)-2-ethoxyiminoacetamido]-3-iodomethyl-3-cephem-4-carboxylate), C(#C)C=1C=NC=CC1 (3-ethynylpyridine), Cl (hydrochloric acid). Run in O1CCCC1 (tetrahydrofuran), O1CCCC1 (tetrahydrofuran), CN(P(N(C)C)(N(C)C)=O)C (hexamethylphosphoric triamide), O (water), C(C)(=O)OCC (ethyl acetate). Conditions: temperature 15 celsius, time 30 minute. The product is NC1=NC(=NS1)C(C(=O)NC1[C@@H]2N(C(=C(CS2)CSC#CC=2C=NC=CC2)C(=O)OC(C2=CC=CC=C2)C2=CC=CC=C2)C1=O)=NOCC (benzhydryl 7-[2-(5-amino-1,2,4-thiadiazol-3-yl)-2-ethoxyiminoacetamido]-3-[2-(3-pyridyl)ethynylthiomethyl]-3-cephem-4-carboxylate). As a reaction SMILES: C(C1C=NC=CC=1)#C.C([Li])CCC.[S].[Li][S:16][C:17]#[C:18][C:19]1[CH:20]=[N:21][CH:22]=[CH:23][CH:24]=1.[NH2:25][C:26]1[S:30][N:29]=[C:28]([C:31](=[N:62][O:63][CH2:64][CH3:65])[C:32]([NH:34][CH:35]2[C:60](=[O:61])[N:37]3[C:38]([C:44]([O:46][CH:47]([C:54]4[CH:59]=[CH:58][CH:57]=[CH:56][CH:55]=4)[C:48]4[CH:53]=[CH:52][CH:51]=[CH:50][CH:49]=4)=[O:45])=[C:39]([CH2:42]I)[CH2:40][S:41][C@H:36]23)=[O:33])[N:27]=1.Cl>O1CCCC1.CN(C)P(=O)(N(C)C)N(C)C.O.C(OCC)(=O)C>[NH2:25][C:26]1[S:30][N:29]=[C:28]([C:31](=[N:62][O:63][CH2:64][CH3:65])[C:32]([NH:34][CH:35]2[C:60](=[O:61])[N:37]3[C:38]([C:44]([O:46][CH:47]([C:48]4[CH:49]=[CH:50][CH:51]=[CH:52][CH:53]=4)[C:54]4[CH:59]=[CH:58][CH:57]=[CH:56][CH:55]=4)=[O:45])=[C:39]([CH2:42][S:16][C:17]#[C:18][C:19]4[CH:20]=[N:21][CH:22]=[CH:23][CH:24]=4)[CH2:40][S:41][C@H:36]23)=[O:33])[N:27]=1 |^3:13|. Procedure details: To a solution of 3-ethynylpyridine (258 mg) in a mixture of tetrahydrofuran (7 ml) and hexamethylphosphoric triamide (0.3 ml) was dropwise added n-butyllithium (1.55M in hexane) (1.3 ml) at -30° C. Sulfur (72 mg) was added to the reaction mixture at -25° C. at once. The mixture was stirred for 30 minutes under ice-cooling and then allowed to warm to 15° C. to give a solution containing 3-(2-lithiothioethynyl)pyridine. This solution was added to a solution of benzhydryl 7-[2-(5-amino-1,2,4-thiadi...